This data is from the Open Reaction Database (ORD), a public repository of structured organic reaction records. The task is: describe an organic reaction: reactants, conditions, products, and yield Starting materials: FC1=CC=C(C=C1)/C=C/C(=O)N ((E)-3-(4-fluorophenyl)-2-propenamide), ClCC(=O)CCl (1,3-dichloroacetone). Run at time 1.5 hour. The product is ClCC=1N=C(OC1)\C=C\C1=CC=C(C=C1)F (4-chloromethyl-2-[(E)-2-(4-fluorophenyl)ethenyl]-1,3-oxazole). Yield: 43.7%. As a reaction SMILES: [F:1][C:2]1[CH:7]=[CH:6][C:5](/[CH:8]=[CH:9]/[C:10]([NH2:12])=[O:11])=[CH:4][CH:3]=1.[Cl:13][CH2:14][C:15]([CH2:17]Cl)=O>>[Cl:13][CH2:14][C:15]1[N:12]=[C:10](/[CH:9]=[CH:8]/[C:5]2[CH:4]=[CH:3][C:2]([F:1])=[CH:7][CH:6]=2)[O:11][CH:17]=1. Reported procedure: The (E)-3-(4-fluorophenyl)-2-propenamide (17.55 g) thus obtained and 1,3-dichloroacetone (12.85 g) were molten at 130° C. and stirred for 1.5 hours. After the reaction mixture was cooled to room temperature and extracted with ethyl acetate, it was washed with ice water, saturated aqueous sodium bicarbonate, and saturated saline. After drying with anhydrous sodium sulfate, the solvent was distilled off; the residue was purified by column chromatography (eluent: diethyl ether-hexane=1:9→3:17) to y... The reactants are BrC(C)C1=NC2=CC=C(C=C2C(N1C)=O)C#N (2-(1-bromo-ethyl)-3-methyl-4-oxo-3,4-dihydro-quinazoline-6-carbonitrile), COC1=CC=C(C=C1)S(=O)(=O)N1CCNCC1 (1-(4-Methoxy-benzenesulfonyl)-piperazine). Run in C(C)#N (acetonitrile). The product is COC1=CC=C(C=C1)S(=O)(=O)N1CCN(CC1)C(C)C1=NC2=CC=C(C=C2C(N1C)=O)C#N (2-{1-[4-(4-Methoxy-benzenesulfonyl)-piperazin-1-yl]-ethyl}-3-methyl-4-oxo-3,4-dihydro-quinazoline-6-carbonitrile). Isolated yield 8.4%. As a reaction SMILES: Br[CH:2]([C:4]1[N:13]([CH3:14])[C:12](=[O:15])[C:11]2[C:6](=[CH:7][CH:8]=[C:9]([C:16]#[N:17])[CH:10]=2)[N:5]=1)[CH3:3].[CH3:18][O:19][C:20]1[CH:25]=[CH:24][C:23]([S:26]([N:29]2[CH2:34][CH2:33][NH:32][CH2:31][CH2:30]2)(=[O:28])=[O:27])=[CH:22][CH:21]=1>C(#N)C>[CH3:18][O:19][C:20]1[CH:25]=[CH:24][C:23]([S:26]([N:29]2[CH2:34][CH2:33][N:32]([CH:2]([C:4]3[N:13]([CH3:14])[C:12](=[O:15])[C:11]4[C:6](=[CH:7][CH:8]=[C:9]([C:16]#[N:17])[CH:10]=4)[N:5]=3)[CH3:3])[CH2:31][CH2:30]2)(=[O:28])=[O:27])=[CH:22][CH:21]=1. Procedure details: In a test tube containing of 2-(1-bromo-ethyl)-3-methyl-4-oxo-3,4-dihydro-quinazoline-6-carbonitrile (40.0 mg, 0.14 mmol) in acetonitrile (2 ml) was added KI (34.0 mg, 0.21 mmol), and (1-(4-Methoxy-benzenesulfonyl)-piperazine (46.4 mg, 0.21 mmol). The reaction was heated for 18 hours. The solution was concentrated under reduced pressure. The residue was partitioned between water (2 ml) and dichloromethane (5 ml). The organic layer was dried over magnesium sulfate, filtered and concentrated under... RXN SMILES: [CH2:1]([N:6]1[C:10](=[O:11])[CH:9]([CH2:12][C:13]([OH:15])=[O:14])[S:8][CH:7]1[C:16]1[CH:21]=[CH:20][CH:19]=[CH:18][CH:17]=1)[CH2:2][CH:3]([CH3:5])[CH3:4].[CH3:22][CH2:23]O>OS(O)(=O)=O>[CH2:1]([N:6]1[C:10](=[O:11])[CH:9]([CH2:12][C:13]([O:15][CH2:22][CH3:23])=[O:14])[S:8][CH:7]1[C:16]1[CH:21]=[CH:20][CH:19]=[CH:18][CH:17]=1)[CH2:2][CH:3]([CH3:5])[CH3:4]. The solvent is OS(=O)(=O)O (H2SO4). Yields the product C(CC(C)C)N1C(SC(C1=O)CC(=O)OCC)C1=CC=CC=C1 (Ethyl 2-(3-isopentyl-4-oxo-2-phenylthiazolidin-5-yl)acetate). The reactants are C(CC(C)C)N1C(SC(C1=O)CC(=O)O)C1=CC=CC=C1 (2-(3-Isopentyl-4-oxo-2-phenylthiazolidin-5-yl)acetic acid), CCO (EtOH). Procedure: A solution of 2-(3-Isopentyl-4-oxo-2-phenylthiazolidin-5-yl)acetic acid (2.2 g, 7.2 mmol) in EtOH (20 ml) and H2SO4 (1 ml) was refluxed for 16 hours. The solution was evaporated to dryness and the residue was taken up in EtOAc and washed with sat. aq. Na2CO3 (3×), brine and evaporated to give the desired product as an oil. Starting materials: CCOC(=O)N1c2ccc(OC)nc2C(Nc2ncc(CCC#N)c(Cc3cc(C(F)(F)F)cc(C(F)(F)F)c3)n2)CC1CC, CCO, Cl, NO, [Na+], [Na+], O=C([O-])[O-]. Product: CCOC(=O)N1c2ccc(OC)nc2C(Nc2ncc(CCC(=N)NO)c(Cc3cc(C(F)(F)F)cc(C(F)(F)F)c3)n2)CC1CC. As a reaction SMILES: [CH2:1]([CH3:2])[O:3][C:4](=[O:5])[N:6]1[CH:7]([CH2:44][CH3:45])[CH2:8][CH:9]([NH:18][c:19]2[n:20][cH:21][c:22]([CH2:40][CH2:41][C:42]#[N:43])[c:23]([CH2:25][c:26]3[cH:27][c:28]([C:36]([F:37])([F:38])[F:39])[cH:29][c:30]([C:32]([F:33])([F:34])[F:35])[cH:31]3)[n:24]2)[c:10]2[n:11][c:12]([O:16][CH3:17])[cH:13][cH:14][c:15]21.[CH3:55][CH2:56][OH:57].[ClH:52].[NH2:53][OH:54].[Na+:46].[Na+:47].[O-:48][C:49](=[O:50])[O-:51]>>[CH2:1]([CH3:2])[O:3][C:4](=[O:5])[N:6]1[CH:7]([CH2:44][CH3:45])[CH2:8][CH:9]([NH:18][c:19]2[n:20][cH:21][c:22]([CH2:40][CH2:41][C:42](=[NH:43])[NH:53][OH:54])[c:23]([CH2:25][c:26]3[cH:27][c:28]([C:36]([F:37])([F:38])[F:39])[cH:29][c:30]([C:32]([F:33])([F:34])[F:35])[cH:31]3)[n:24]2)[c:10]2[n:11][c:12]([O:16][CH3:17])[cH:13][cH:14][c:15]21. The reactants are CCOC(C(=O)NCC(F)(F)C(F)(F)F)C(=O)NC1C(=O)N(CCOCc2ccccc2)c2ccccc2-c2ccccc21, NCC(F)(F)C(F)(F)F. Yields the product CCOC(C(=O)NCC(F)(F)C(F)(F)F)C(=O)NC1C(=O)N(CCO)c2ccccc2-c2ccccc21. As a reaction SMILES: [CH2:1]([c:2]1[cH:3][cH:4][cH:5][cH:6][cH:7]1)[O:8][CH2:9][CH2:10][N:11]1[c:12]2[c:13]([cH:41][cH:42][cH:43][cH:44]2)-[c:14]2[c:15]([cH:37][cH:38][cH:39][cH:40]2)[CH:16]([NH:19][C:20]([CH:21]([C:22](=[O:23])[NH:24][CH2:25][C:26]([C:27]([F:28])([F:29])[F:30])([F:31])[F:32])[O:33][CH2:34][CH3:35])=[O:36])[C:17]1=[O:18].[F:45][C:46]([F:47])([C:48]([F:49])([F:50])[F:51])[CH2:52][NH2:53]>>[OH:8][CH2:9][CH2:10][N:11]1[c:12]2[c:13]([cH:41][cH:42][cH:43][cH:44]2)-[c:14]2[c:15]([cH:37][cH:38][cH:39][cH:40]2)[CH:16]([NH:19][C:20]([CH:21]([C:22](=[O:23])[NH:24][CH2:25][C:26]([C:27]([F:28])([F:29])[F:30])([F:31])[F:32])[O:33][CH2:34][CH3:35])=[O:36])[C:17]1=[O:18]. The reactants are Cl.N1(C=NC=C1)CCCC=1C=C2CCC(NC2=CC1)=O (6-[3-(imidazol-1-yl)propyl]-3,4-dihydrocarbostyril hydrochloride), [OH-].[Na+] (sodium hydroxide). Run in C(Cl)Cl (methylene chloride). Yields the product N1(C=NC=C1)CCCC=1C=C2CCC(NC2=CC1)=O (6-[3-(imidazol-1-yl)propyl]-3,4-dihydrocarbostyril). As a reaction SMILES: Cl.[N:2]1([CH2:7][CH2:8][CH2:9][C:10]2[CH:11]=[C:12]3[C:17](=[CH:18][CH:19]=2)[NH:16][C:15](=[O:20])[CH2:14][CH2:13]3)[CH:6]=[CH:5][N:4]=[CH:3]1.[OH-].[Na+]>C(Cl)Cl>[N:2]1([CH2:7][CH2:8][CH2:9][C:10]2[CH:11]=[C:12]3[C:17](=[CH:18][CH:19]=2)[NH:16][C:15](=[O:20])[CH2:14][CH2:13]3)[CH:6]=[CH:5][N:4]=[CH:3]1 |f:0.1,2.3|. Reported procedure: A suspension of 1.0 g of 6-[3-(imidazol-1-yl)propyl]-3,4-dihydrocarbostyril hydrochloride in 100 ml of methylene chloride is stirred with a twofold stoichiometric excess of dilute aqueous sodium hydroxide solution until the salt is completely dissolved. The organic layer is separated, washed with water, dried over magnesium sulfate and evaporated to yield 6-[3-(imidazol-1-yl)propyl]-3,4-dihydrocarbostyril as the free base. Starting materials: CC(C)OC(C)C, O=Cc1ccccc1, NC1CCCCC1O, O. Yields the product OC1CCCCC1N=Cc1ccccc1. As a reaction SMILES: [CH:18]([O:19][CH:20]([CH3:21])[CH3:22])([CH3:23])[CH3:24].[CH:9](=[O:10])[c:11]1[cH:12][cH:13][cH:14][cH:15][cH:16]1.[NH2:1][CH:2]1[CH:3]([OH:8])[CH2:4][CH2:5][CH2:6][CH2:7]1.[OH2:17]>>[N:1]([CH:2]1[CH:3]([OH:8])[CH2:4][CH2:5][CH2:6][CH2:7]1)=[CH:9][c:11]1[cH:12][cH:13][cH:14][cH:15][cH:16]1.